Dataset: the Open Reaction Database (ORD), a public repository of structured organic reaction records. Task: describe an organic reaction: reactants, conditions, products, and yield Starting materials: C(C)(C)(C)C=1C=C2C=CC(=NC2=CC1)C#N (6-tert-butylquinoline-2-carbonitrile), [OH-].[Na+] (sodium hydroxide), CCO (EtOH), Cl (hydrochloride). Solvent: O (water). The product is C(C)(C)(C)C=1C=C2C=CC(=NC2=CC1)C(=O)O (6-tert-Butylquinoline-2-carboxylic acid). As a reaction SMILES: [C:1]([C:5]1[CH:6]=[C:7]2[C:12](=[CH:13][CH:14]=1)[N:11]=C(C#N)[CH:9]=[CH:8]2)([CH3:4])([CH3:3])[CH3:2].[OH-:17].[Na+].Cl.[CH3:20][CH2:21][OH:22]>O>[C:1]([C:5]1[CH:6]=[C:7]2[C:12](=[CH:13][CH:14]=1)[N:11]=[C:20]([C:21]([OH:17])=[O:22])[CH:9]=[CH:8]2)([CH3:4])([CH3:3])[CH3:2] |f:1.2|. Reported procedure: A solution of 6-tert-butylquinoline-2-carbonitrile (295 mg, 1.40 mmol) and 2M-aqueous sodium hydroxide (3 ml) in EtOH (4.5 ml) was stirred for 4 hours at reflux. The mixture was diluted with water (10 ml), neutralized by 2M-aqueous hydrochloride and extracted with EtOAc (30 ml). The organic layer was dried over sodium sulfate, filtrated, and concentrated in vacuo to furnish the title compound (313 mg, quant.) as a white solid. 1H NMR (300 MHz, DMSO-d6) δ ppm 1.40 (9H, s), 7.93-7.97 (2H, m), 8.01... The reactants are COC1=NC(=NC(=N1)OC)NC(NS(=O)(=O)C=1C=NC=CC1)=S (N-[(4,6-dimethoxy-1,3,5-triazin-2-yl)aminothioxomethyl]-3-pyridinesulfonamide), mercuric oxide, CC(=O)C (acetone). Conditions: time 60 hour. Product: COC1=NC(=NC(=N1)OC)NC(=O)NS(=O)(=O)C=1C=NC=CC1 (N-[(4,6-Dimethoxy-1,3,5-triazin-2-yl)aminocarbonyl]-3-pyridinesulfonamide). RXN SMILES: [CH3:1][O:2][C:3]1[N:8]=[C:7]([O:9][CH3:10])[N:6]=[C:5]([NH:11][C:12](=S)[NH:13][S:14]([C:17]2[CH:18]=[N:19][CH:20]=[CH:21][CH:22]=2)(=[O:16])=[O:15])[N:4]=1.CC(C)=[O:26]>>[CH3:1][O:2][C:3]1[N:8]=[C:7]([O:9][CH3:10])[N:6]=[C:5]([NH:11][C:12]([NH:13][S:14]([C:17]2[CH:18]=[N:19][CH:20]=[CH:21][CH:22]=2)(=[O:16])=[O:15])=[O:26])[N:4]=1. Procedure: A mixture containing 2.7 g of N-[(4,6-dimethoxy-1,3,5-triazin-2-yl)aminothioxomethyl]-3-pyridinesulfonamide, 2.98 g of mercuric oxide and 75 ml of acetone was stirred at ambient temperature for 60 hours and then filtered. Evaporation of the filtrate in vacuo yielded the desired product as a residual white solid of m.p. 182°-185° dec. Reactants: CO, O=C(O)CCc1ccc(O)cc1, O=S(=O)(O)O. The product is COC(=O)CCc1ccc(O)cc1. Reaction SMILES: [CH3:18][OH:19].[OH:1][c:2]1[cH:3][cH:4][c:5]([CH2:8][CH2:9][C:10](=[O:11])[OH:12])[cH:6][cH:7]1.[S:13](=[O:14])(=[O:15])([OH:16])[OH:17]>>[OH:1][c:2]1[cH:3][cH:4][c:5]([CH2:8][CH2:9][C:10](=[O:11])[O:12][CH3:18])[cH:6][cH:7]1. The reactants are N1=CC=CC=C1 (pyridine), O1CCC(CC1)CO (Tetrahydro-2-H-pyran-4-ylmethanol), C1(=CC=C(C=C1)S(=O)(=O)Cl)C (p-toluenesulfonyl chloride). Run in C(Cl)Cl (CH2Cl2). Procedure: Tetrahydro-2-H-pyran-4-ylmethanol (Combi-Blocks, 2.0 g, 17 mmol) and p-toluenesulfonyl chloride (3.5 g, 18 mmol) in 10 mL of CH2Cl2 and 10 mL of pyridine were processed as in Example 160A to afford the title compound MS (DCI/NH3) m/z 288 (M+NH4)+. As a reaction SMILES: [O:1]1[CH2:6][CH2:5][CH:4]([CH2:7][OH:8])[CH2:3][CH2:2]1.[C:9]1([CH3:19])[CH:14]=[CH:13][C:12]([S:15](Cl)(=[O:17])=[O:16])=[CH:11][CH:10]=1.[N:20]1C=CC=CC=1>C(Cl)Cl>[O:1]1[CH2:6][CH2:5][CH:4]([CH2:7][O:8][S:15]([C:12]2[CH:13]=[CH:14][C:9]([CH3:19])=[CH:10][CH:11]=2)(=[O:17])=[O:16])[CH2:3][CH2:2]1.[NH3:20]. Product: O1CCC(CC1)COS(=O)(=O)C1=CC=C(C=C1)C ((tetrahydro-2H-pyran-4-yl)methyl4-methylbenzenesulfonate), N (NH3). Reactants: CC(C)O, Cl, O=C(Nc1cccc([N+](=O)[O-])c1)c1ccc(F)cc1, Cl[Sn](Cl)(Cl)Cl. Yields the product Nc1cccc(NC(=O)c2ccc(F)cc2)c1. As a reaction SMILES: [CH:26]([OH:27])([CH3:28])[CH3:29].[ClH:25].[F:1][c:2]1[cH:3][cH:4][c:5]([C:6](=[O:7])[NH:8][c:9]2[cH:10][c:11]([N+:15]([O-:16])=[O:17])[cH:12][cH:13][cH:14]2)[cH:18][cH:19]1.[Sn:20]([Cl:21])([Cl:22])([Cl:23])[Cl:24]>>[F:1][c:2]1[cH:3][cH:4][c:5]([C:6](=[O:7])[NH:8][c:9]2[cH:10][c:11]([NH2:15])[cH:12][cH:13][cH:14]2)[cH:18][cH:19]1. Reactants: N1[C@@H](CCC1=O)C(=O)N[C@@H](C)C(=O)N[C@@H](CCCCNC(=O)OC(C)(C)C)C(=O)N[C@@H](CO)C(=O)N[C@@H](CCC(N)=O)C(=O)N[C@H](CO)C(=O)NCC(=O)N[C@@H](CO)C(=O)N[C@@H](CC(N)=O)C(=O)OC(C)(C)C (pGlu-Ala-Lys(Boc)-Ser-Gln-(D)-Ser-Gly-Ser-Asn-OBut), Cl (HCl), N[C@@H](C)C(=O)O (Ala), amino acid, N[C@@H](CCC(O)=O)C(=O)O (Glu), NCC(=O)O (Gly), N[C@@H](CC(O)=O)C(=O)O (Asp), FC(C(=O)O)(F)F (trifluoroacetic acid), Avicel, N[C@@H](CCCCN)C(=O)O (Lys). Run in O (water). The product is N1[C@@H](CCC1=O)C(=O)N[C@@H](C)C(=O)N[C@@H](CCCCN)C(=O)N[C@@H](CO)C(=O)N[C@@H](CCC(N)=O)C(=O)N[C@H](CO)C(=O)NCC(=O)N[C@@H](CO)C(=O)N[C@@H](CC(N)=O)C(=O)O (pGlu-Ala-Lys-Ser-Gln-(D)-Ser-Gly-Ser-Asn-OH). As a reaction SMILES: [NH:1]1[C:5](=[O:6])[CH2:4][CH2:3][C@H:2]1[C:7]([NH:9][C@H:10]([C:12]([NH:14][C@H:15]([C:28]([NH:30][C@H:31]([C:34]([NH:36][C@H:37]([C:43]([NH:45][C@@H:46]([C:49]([NH:51][CH2:52][C:53]([NH:55][C@H:56]([C:59]([NH:61][C@H:62]([C:67]([O:69]C(C)(C)C)=[O:68])[CH2:63][C:64](=[O:66])[NH2:65])=[O:60])[CH2:57][OH:58])=[O:54])=[O:50])[CH2:47][OH:48])=[O:44])[CH2:38][CH2:39][C:40](=[O:42])[NH2:41])=[O:35])[CH2:32][OH:33])=[O:29])[CH2:16][CH2:17][CH2:18][CH2:19][NH:20]C(OC(C)(C)C)=O)=[O:13])[CH3:11])=[O:8].FC(F)(F)C(O)=O.Cl.N[C@H](C(O)=O)CCCCN.N[C@H](C(O)=O)CC(=O)O.N[C@H](C(O)=O)CCC(=O)O.NCC(O)=O.N[C@H](C(O)=O)C>O>[NH:1]1[C:5](=[O:6])[CH2:4][CH2:3][C@H:2]1[C:7]([NH:9][C@H:10]([C:12]([NH:14][C@H:15]([C:28]([NH:30][C@H:31]([C:34]([NH:36][C@H:37]([C:43]([NH:45][C@@H:46]([C:49]([NH:51][CH2:52][C:53]([NH:55][C@H:56]([C:59]([NH:61][C@H:62]([C:67]([OH:69])=[O:68])[CH2:63][C:64](=[O:66])[NH2:65])=[O:60])[CH2:57][OH:58])=[O:54])=[O:50])[CH2:47][OH:48])=[O:44])[CH2:38][CH2:39][C:40](=[O:42])[NH2:41])=[O:35])[CH2:32][OH:33])=[O:29])[CH2:16][CH2:17][CH2:18][CH2:19][NH2:20])=[O:13])[CH3:11])=[O:8]. Procedure: Using 550 mg of pGlu-Ala-Lys(Boc)-Ser-Gln-(D)-Ser-Gly-Ser-Asn-OBut and 20 ml of trifluoroacetic acid, the same procedure as Example 5-(VIII) is followed to prepare the above-indicated compound. Yield 320 mg; [α]D24 -56.3°(c=0.5, water); Rf4 (Avicel)=0.17; amino acid analysis (hydrolyzed with HCl); Lys, 1.10(1); Asp, 1.00(1); Ser, 3.02(3); Glu, 2.14(2); Gly, 1.10(1); Ala, 1.00(1); average recovery 87.0%. The reactants are C(=NC1CCCCC1)=NC1CCCCC1, NC1CN(C(=O)NS(N)(=O)=O)C1=O, Oc1cccc2[nH]nnc12, O=C(O)Cc1ccccc1. Yields the product NS(=O)(=O)NC(=O)N1CC(NC(=O)Cc2ccccc2)C1=O. RXN SMILES: [CH:14]1([N:15]=[C:16]=[N:17][CH:18]2[CH2:19][CH2:20][CH2:21][CH2:22][CH2:23]2)[CH2:24][CH2:25][CH2:26][CH2:27][CH2:28]1.[NH2:1][CH:2]1[C:3](=[O:13])[N:4]([C:6](=[O:7])[NH:8][S:9](=[O:10])(=[O:11])[NH2:12])[CH2:5]1.[OH:29][c:30]1[c:31]2[n:32][n:33][nH:34][c:35]2[cH:36][cH:37][cH:38]1.[c:39]1([CH2:45][C:46](=[O:47])[OH:48])[cH:40][cH:41][cH:42][cH:43][cH:44]1>>[NH:1]([CH:2]1[C:3](=[O:13])[N:4]([C:6](=[O:7])[NH:8][S:9](=[O:10])(=[O:11])[NH2:12])[CH2:5]1)[C:46]([CH2:45][c:39]1[cH:40][cH:41][cH:42][cH:43][cH:44]1)=[O:47]. Reactants: CC(C)CNc1c([N+](=O)[O-])cnc2cc(Br)ccc12, CC#N, CC(C)O. The product is CC(C)CNc1c(N)cnc2cc(Br)ccc12. Reaction SMILES: [Br:1][c:2]1[cH:3][cH:4][c:5]2[c:6]([NH:15][CH2:16][CH:17]([CH3:18])[CH3:19])[c:7]([N+:12]([O-:13])=[O:14])[cH:8][n:9][c:10]2[cH:11]1.[CH3:20][C:21]#[N:22].[CH:23]([OH:24])([CH3:25])[CH3:26]>>[Br:1][c:2]1[cH:3][cH:4][c:5]2[c:6]([NH:15][CH2:16][CH:17]([CH3:18])[CH3:19])[c:7]([NH2:12])[cH:8][n:9][c:10]2[cH:11]1.